This data is from the Open Reaction Database (ORD), a public repository of structured organic reaction records. The task is: describe an organic reaction: reactants, conditions, products, and yield The reactants are N1=CC=CC2=CC=CC(=C12)C(O)C1=CN=CN1C(C1=CC=CC=C1)(C1=CC=CC=C1)C1=CC=CC=C1 (quinolin-8-yl(1-trityl-1H-imidazol-5-yl)methanol), Intermediate 12. The reagents and catalysts are [O-2].[Mn+4].[O-2] (manganese(IV) oxide), O=[Mn]=O (MnO2). The solvent is C(Cl)Cl (CH2Cl2). Conditions: temperature 60 celsius. The product is N1=CC=CC2=CC=CC(=C12)C(=O)C1=CN=CN1C(C1=CC=CC=C1)(C1=CC=CC=C1)C1=CC=CC=C1 (quinolin-8-yl(1-trityl-1H-imidazol-5-yl)methanone), Intermediate 13. Reaction SMILES: [N:1]1[C:10]2[C:5](=[CH:6][CH:7]=[CH:8][C:9]=2[CH:11]([C:13]2[N:17]([C:18]([C:31]3[CH:36]=[CH:35][CH:34]=[CH:33][CH:32]=3)([C:25]3[CH:30]=[CH:29][CH:28]=[CH:27][CH:26]=3)[C:19]3[CH:24]=[CH:23][CH:22]=[CH:21][CH:20]=3)[CH:16]=[N:15][CH:14]=2)[OH:12])[CH:4]=[CH:3][CH:2]=1>C(Cl)Cl.[O-2].[Mn+4].[O-2].O=[Mn]=O>[N:1]1[C:10]2[C:5](=[CH:6][CH:7]=[CH:8][C:9]=2[C:11]([C:13]2[N:17]([C:18]([C:31]3[CH:36]=[CH:35][CH:34]=[CH:33][CH:32]=3)([C:19]3[CH:20]=[CH:21][CH:22]=[CH:23][CH:24]=3)[C:25]3[CH:30]=[CH:29][CH:28]=[CH:27][CH:26]=3)[CH:16]=[N:15][CH:14]=2)=[O:12])[CH:4]=[CH:3][CH:2]=1 |f:2.3.4|. Reported procedure: A mixture of quinolin-8-yl(1-trityl-1H-imidazol-5-yl)methanol, (Intermediate 12) 3.7 g, 7.9 mmol) in CH2Cl2 (50 mL) was treated with manganese(IV) oxide, activated (commercially available from Aldrich): MnO2 (4.1 g, 47.4 mmol) at room temperature. The mixture was heated to 60° C. for 2 h. The mixture was then cooled to room temperature and filtered through celite and the solvent was removed under vacuum to get quinolin-8-yl(1-trityl-1H-imidazol-5-yl)methanone, (Intermediate 13) (3.6 g, 97%). The reactants are FC1=C(C=CC(=C1)CN=C=O)C(F)(F)F (2-fluoro-4-(isocyanatomethyl)-1-(trifluoromethyl)benzene), CC1=NC(=CC=2C(=CC=CC12)N)C (1,3-dimethyl-5-isoquinolinamine), CCN(C(C)C)C(C)C (DIEA). Run in C1(=CC=CC=C1)C (toluene). Yields the product CC1=NC(=CC2=C(C=CC=C12)NC(=O)NCC1=CC(=C(C=C1)C(F)(F)F)F)C (N-(1,3-dimethyl-5-isoquinolinyl)-N′-[3-fluoro-4-(trifluoromethyl)benzyl]urea). Reaction SMILES: [F:1][C:2]1[CH:7]=[C:6]([CH2:8][N:9]=[C:10]=[O:11])[CH:5]=[CH:4][C:3]=1[C:12]([F:15])([F:14])[F:13].[CH3:16][C:17]1[C:26]2[CH:25]=[CH:24][CH:23]=[C:22]([NH2:27])[C:21]=2[CH:20]=[C:19]([CH3:28])[N:18]=1.CCN(C(C)C)C(C)C>C1(C)C=CC=CC=1>[CH3:16][C:17]1[C:26]2[C:21](=[C:22]([NH:27][C:10]([NH:9][CH2:8][C:6]3[CH:5]=[CH:4][C:3]([C:12]([F:13])([F:14])[F:15])=[C:2]([F:1])[CH:7]=3)=[O:11])[CH:23]=[CH:24][CH:25]=2)[CH:20]=[C:19]([CH3:28])[N:18]=1. Reported procedure: The product from Example 205A (4.4 mmol) in toluene (10 mL) was treated with 1,3-dimethyl-5-isoquinolinamine (375 mg, 2.18 mmol) and DIEA (3.5 mL). The mixture was heated at 80° overnight. After cooling to room temperature, the precipitated solids were collected by filtration and chromatographed on silica gel (98:2 CH2Cl2:CH3OH to 95:5 CH2Cl2:CH3OH) to provide the title compound. The corresponding hydrochloride salt was prepared by treatment with methanolic HCl. 1H NMR (300 MHz, DMSO-d6) δ 8.72 ...